Task: describe an organic reaction: reactants, conditions, products, and yield. Dataset: the Open Reaction Database (ORD), a public repository of structured organic reaction records The reactants are ClC=1C=2N(C=CN1)C(=NC2I)C2CC(C2)O (3-(8-chloro-1-iodo-imidazo[1,5-a]pyrazin-3-yl)-cyclobutanol), N (ammonia), N (ammonia). Run in C(C)(C)O (isopropyl alcohol). Reaction conditions: temperature 110 celsius. The product is NC=1C=2N(C=CN1)C(=NC2I)[C@H]2C[C@H](C2)O (cis-3-(8-Amino-1-iodoimidazo[1,5-a]pyrazin-3-yl)cyclobutanol). Reaction SMILES: Cl[C:2]1[C:3]2[N:4]([C:8]([CH:12]3[CH2:15][CH:14]([OH:16])[CH2:13]3)=[N:9][C:10]=2[I:11])[CH:5]=[CH:6][N:7]=1.[NH3:17]>C(O)(C)C>[NH2:17][C:2]1[C:3]2[N:4]([C:8]([C@@H:12]3[CH2:15][C@H:14]([OH:16])[CH2:13]3)=[N:9][C:10]=2[I:11])[CH:5]=[CH:6][N:7]=1. Procedure: In a Parr pressure reactor 3-(8-chloro-1-iodo-imidazo[1,5-a]pyrazin-3-yl)-cyclobutanol (4.159 g, 0.0119 mol) was dissolved with 2.0M ammonia in isopropyl alcohol (40 mL). The mixture was cooled to −20° C. and saturated with ammonia. The reaction was heated at 110° C. for 63 h at which point it was cooled and concentrated in vacuo. The crude product was purified using HPFC Jones 25 g silica gel column eluting with 5-8% MeOH: CH2Cl2 to yield the title compounds; MS (ES+): m/z 330.88 (100) [MH+], 3... Reactants: COC(C(C)(C)NC(=O)C1=C(C2=CC=CC=C2C=C1)O)=O (2-[(1-hydroxy-naphthalene-2-carbonyl)-amino]-2-methyl-propionic acid methyl ester), ClC=1C=C(C=NC1Cl)CO (5,6-dichloro-3-pyridine methanol), C1(=CC=CC=C1)P(C1=CC=CC=C1)C1=CC=CC=C1 (triphenyl phosphine), CC(C)OC(=O)/N=N/C(=O)OC(C)C (diisopropylazodicarboxylate). The solvent is C1CCOC1 (THF). The product is COC(C(C)(C)NC(=O)C1=C(C2=CC=CC=C2C=C1)OCC=1C=NC(=C(C1)Cl)Cl)=O (2-{[1-(5,6-dichloro-pyridin-3-ylmethoxy)-naphthalene-2-carbonyl]-amino}-2-methyl-propionic acid methyl ester). Reaction SMILES: [CH3:1][O:2][C:3](=[O:21])[C:4]([NH:7][C:8]([C:10]1[CH:19]=[CH:18][C:17]2[C:12](=[CH:13][CH:14]=[CH:15][CH:16]=2)[C:11]=1[OH:20])=[O:9])([CH3:6])[CH3:5].[Cl:22][C:23]1[CH:24]=[C:25]([CH2:30]O)[CH:26]=[N:27][C:28]=1[Cl:29].C1(P(C2C=CC=CC=2)C2C=CC=CC=2)C=CC=CC=1.CC(OC(/N=N/C(OC(C)C)=O)=O)C>C1COCC1>[CH3:1][O:2][C:3](=[O:21])[C:4]([NH:7][C:8]([C:10]1[CH:19]=[CH:18][C:17]2[C:12](=[CH:13][CH:14]=[CH:15][CH:16]=2)[C:11]=1[O:20][CH2:30][C:25]1[CH:26]=[N:27][C:28]([Cl:29])=[C:23]([Cl:22])[CH:24]=1)=[O:9])([CH3:6])[CH3:5]. Reported procedure: To a solution of 80 mg of 2-[(1-hydroxy-naphthalene-2-carbonyl)-amino]-2-methyl-propionic acid methyl ester, 50 mg 5,6-dichloro-3-pyridine methanol and 73 mg triphenyl phosphine in 3 ml of dry THF 56 mg of diisopropylazodicarboxylate were added. After 16 h at room temperature the reaction was concentrated in vacuo and after chromatography on silica (ethyl acetate/heptane) 96 mg of 2-{[1-(5,6-dichloro-pyridin-3-ylmethoxy)-naphthalene-2-carbonyl]-amino}-2-methyl-propionic acid methyl ester were ob... Reactants: C(C1=CC=CC=C1)N1CC(C(CC1)CC1=CC=CC=C1)O ((3SR,4SR)-1,4-dibenzyl-piperidin-3-ol), CO[C@](C(=O)Cl)(C(F)(F)F)C1=CC=CC=C1 ((S)-(+) -alpha-methoxy-alpha-trifluoromethylphenylacetyl chloride). Product: C(C1=CC=CC=C1)N1C[C@H]([C@H](CC1)CC1=CC=CC=C1)OC([C@@](C(F)(F)F)(C1=CC=CC=C1)OC)=O ((R)-3,3,3-trifluoro-2-methoxy-2-phenyl-propionic acid (3S,4S)-1,4-dibenzyl-piperidin-3-yl ester). Isolated yield 29.0%. As a reaction SMILES: [CH2:1]([N:8]1[CH2:13][CH2:12][CH:11]([CH2:14][C:15]2[CH:20]=[CH:19][CH:18]=[CH:17][CH:16]=2)[CH:10]([OH:21])[CH2:9]1)[C:2]1[CH:7]=[CH:6][CH:5]=[CH:4][CH:3]=1.[CH3:22][O:23][C@@:24]([C:32]1[CH:37]=[CH:36][CH:35]=[CH:34][CH:33]=1)([C:28]([F:31])([F:30])[F:29])[C:25](Cl)=[O:26]>>[CH2:1]([N:8]1[CH2:13][CH2:12][C@H:11]([CH2:14][C:15]2[CH:16]=[CH:17][CH:18]=[CH:19][CH:20]=2)[C@H:10]([O:21][C:25](=[O:26])[C@:24]([O:23][CH3:22])([C:32]2[CH:33]=[CH:34][CH:35]=[CH:36][CH:37]=2)[C:28]([F:30])([F:31])[F:29])[CH2:9]1)[C:2]1[CH:3]=[CH:4][CH:5]=[CH:6][CH:7]=1. Procedure details: The title compound was prepared from (3SR,4SR)-1,4-dibenzyl-piperidin-3-ol and (S)-(+) -alpha-methoxy-alpha-trifluoromethylphenylacetyl chloride in 29% yield as a yellow oil. Reactants: N1C=CC2=C(C=CC=C12)C(=O)NC1=C(C=C(C(=O)N(C2=C(C=C(C=C2)C)OCCCCCC(=O)N2CCN(CC2)C)C)C=C1)OC (4-[(indol-4-yl)carbonyl]amino-3-methoxy-N-methyl-N-[4-methyl-2-[5-(4-methylpiperazin-1-yl)carbonylpent-1-yloxy]phenyl]benzamide), [Cl-].CC=[N+]=CC (N,N-dimethylmethylene-ammonium chloride), ClCCl (dichloromethane). The solvent is O (water). Run at time 1 hour. Yields the product CN(C)CC1=CNC2=CC=CC(=C12)C(=O)NC1=C(C=C(C(=O)N(C2=C(C=C(C=C2)C)OCCCCCC(=O)N2CCN(CC2)C)C)C=C1)OC (4-[(3-dimethylaminomethylindol-4-yl)carbonyl]amino-3-methoxy-N-methyl-N-[4-methyl-2-[5-(4-methylpiperazin-1-yl)carbonylpent-1-yloxy]phenyl]benzamide). As a reaction SMILES: [NH:1]1[C:9]2[C:4](=[C:5]([C:10]([NH:12][C:13]3[CH:44]=[CH:43][C:16]([C:17]([N:19]([CH3:42])[C:20]4[CH:25]=[CH:24][C:23]([CH3:26])=[CH:22][C:21]=4[O:27][CH2:28][CH2:29][CH2:30][CH2:31][CH2:32][C:33]([N:35]4[CH2:40][CH2:39][N:38]([CH3:41])[CH2:37][CH2:36]4)=[O:34])=[O:18])=[CH:15][C:14]=3[O:45][CH3:46])=[O:11])[CH:6]=[CH:7][CH:8]=2)[CH:3]=[CH:2]1.[Cl-].C[CH:49]=[N+:50]=[CH:51]C.Cl[CH2:54]Cl>O>[CH3:49][N:50]([CH2:51][C:3]1[C:4]2[C:9](=[CH:8][CH:7]=[CH:6][C:5]=2[C:10]([NH:12][C:13]2[CH:44]=[CH:43][C:16]([C:17]([N:19]([CH3:42])[C:20]3[CH:25]=[CH:24][C:23]([CH3:26])=[CH:22][C:21]=3[O:27][CH2:28][CH2:29][CH2:30][CH2:31][CH2:32][C:33]([N:35]3[CH2:36][CH2:37][N:38]([CH3:41])[CH2:39][CH2:40]3)=[O:34])=[O:18])=[CH:15][C:14]=2[O:45][CH3:46])=[O:11])[NH:1][CH:2]=1)[CH3:54] |f:1.2|. Procedure: To a solution of 4-[(indol-4-yl)carbonyl]amino-3-methoxy-N-methyl-N-[4-methyl-2-[5-(4-methylpiperazin-1-yl)carbonylpent-1-yloxy]phenyl]benzamide (93 mg) in dichloromethane (6.0 ml) was added N,N-dimethylmethylene-ammonium chloride (41.7 mg) at 0° C. and the mixture was stirred at ambient temperature for 1 hour. The resulting mixture was diluted with water and the aqueous solution was extracted with dichloromethane. Drying, filtering and removal of solvents afforded 4-[(3-dimethylaminomethylindol... Reactants: O (water), C(C)(=O)C1=NC=CC(=N1)OCC (2-acetyl-4-ethoxypyrimidine), Cl.NO (hydroxylamine hydrochloride), C(C)(=O)[O-].[Na+] (sodium acetate), O (water). Run in C(C)O (ethanol). Product: C(/C)(\C1=NC=CC(=N1)OCC)=N/O ((E)-2-acetyl-4-ethoxypyrimidine oxime). Yield: 58.6%. RXN SMILES: [C:1]([C:4]1[N:9]=[C:8]([O:10][CH2:11][CH3:12])[CH:7]=[CH:6][N:5]=1)(=O)[CH3:2].Cl.[NH2:14][OH:15].C([O-])(=O)C.[Na+].O>C(O)C>[C:1](=[N:14]/[OH:15])(\[C:4]1[N:9]=[C:8]([O:10][CH2:11][CH3:12])[CH:7]=[CH:6][N:5]=1)/[CH3:2] |f:1.2,3.4|. Reported procedure: A solution of 2-acetyl-4-ethoxypyrimidine (1.8 g), hydroxylamine hydrochloride (0.83 g) and sodium acetate (2.2 g) in a mixture of ethanol:water (30:10 ml) was heated under reflux for 3 hours. The reaction mixture was then poured into water and extracted with ethyl acetate (×3). the combined extracts were washed with brine, dried and concentrated to give a solid which was washed with hexane to give (E)-2-acetyl-4-ethoxypyrimidine oxime as an off-white solid (1.15 g, 60% yield); 1H NMR (270 MHz):... As a reaction SMILES: [CH3:43][CH:44]([CH3:45])[CH2:46][C:47](=[O:48])[CH3:49].[Cl:20][c:21]1[cH:22][cH:23][cH:24][c:25]2[c:26]1[n:27]([CH:31]1[CH2:32][CH2:33][NH:34][CH2:35][CH2:36]1)[c:28](=[O:30])[nH:29]2.[F:1][c:2]1[cH:3][cH:4][c:5]([CH:8]([CH2:9][CH2:10][CH2:11][I:12])[c:13]2[cH:14][cH:15][c:16]([F:19])[cH:17][cH:18]2)[cH:6][cH:7]1.[Na+:37].[Na+:38].[O-:39][C:40](=[O:41])[O-:42]>>[F:1][c:2]1[cH:3][cH:4][c:5]([CH:8]([CH2:9][CH2:10][CH2:11][N:34]2[CH2:33][CH2:32][CH:31]([n:27]3[c:26]4[c:21]([Cl:20])[cH:22][cH:23][cH:24][c:25]4[nH:29][c:28]3=[O:30])[CH2:36][CH2:35]2)[c:13]2[cH:14][cH:15][c:16]([F:19])[cH:17][cH:18]2)[cH:6][cH:7]1. Product: O=c1[nH]c2cccc(Cl)c2n1C1CCN(CCCC(c2ccc(F)cc2)c2ccc(F)cc2)CC1. Starting materials: CC(=O)CC(C)C, O=c1[nH]c2cccc(Cl)c2n1C1CCNCC1, Fc1ccc(C(CCCI)c2ccc(F)cc2)cc1, [Na+], [Na+], O=C([O-])[O-].